Dataset: the Open Reaction Database (ORD), a public repository of structured organic reaction records. Task: describe an organic reaction: reactants, conditions, products, and yield Starting materials: C(C1=CC=CC=C1)OC1=CC(=NC=N1)NC(=O)C1=CN=C2N1N=C(C=C2NC2CC2)Cl (N-(6-(benzyloxy)pyrimidin-4-yl)-6-chloro-8-(cyclopropylamino)imidazo[1,2-b]pyridazine-3-carboxamide), N[C@@H]1CC[C@H](CC1)N (trans-1,4-diaminocyclohexane). The solvent is CO (methanol). Product: N[C@@H]1CC[C@H](CC1)NC=1C=C(C=2N(N1)C(=CN2)C(=O)NC2=NC=NC(=C2)OCC2=CC=CC=C2)NC2CC2 (6-((trans)-4-aminocyclohexylamino)-N-(6-(benzyloxy)pyrimidin-4-yl)-8-(cyclopropylamino)imidazo[1,2-b]pyridazine-3-carboxamide). The yield is 44.7%. As a reaction SMILES: [CH2:1]([O:8][C:9]1[N:14]=[CH:13][N:12]=[C:11]([NH:15][C:16]([C:18]2[N:22]3[N:23]=[C:24](Cl)[CH:25]=[C:26]([NH:27][CH:28]4[CH2:30][CH2:29]4)[C:21]3=[N:20][CH:19]=2)=[O:17])[CH:10]=1)[C:2]1[CH:7]=[CH:6][CH:5]=[CH:4][CH:3]=1.[NH2:32][C@H:33]1[CH2:38][CH2:37][C@H:36]([NH2:39])[CH2:35][CH2:34]1>CO>[NH2:32][C@H:33]1[CH2:38][CH2:37][C@H:36]([NH:39][C:24]2[CH:25]=[C:26]([NH:27][CH:28]3[CH2:30][CH2:29]3)[C:21]3[N:22]([C:18]([C:16]([NH:15][C:11]4[CH:10]=[C:9]([O:8][CH2:1][C:2]5[CH:7]=[CH:6][CH:5]=[CH:4][CH:3]=5)[N:14]=[CH:13][N:12]=4)=[O:17])=[CH:19][N:20]=3)[N:23]=2)[CH2:35][CH2:34]1. Procedure: N-(6-(benzyloxy)pyrimidin-4-yl)-6-chloro-8-(cyclopropylamino)imidazo[1,2-b]pyridazine-3-carboxamide (70 mg, 0.161 mmol) and trans-1,4-diaminocyclohexane (367 mg, 3.21 mmol) were heated at 160° C. for 2 hrs. The reaction mixture was diluted with methanol and purified by preparative HPLC (Phenomenex Axia Luna 5 micron 30×100 mm) 10% B (Solvent B=90% MeOH-10% H2O-0.1% TFA) to 100% B in A (Solvent A=10% MeOH-90% H2O-0.1% TFA)) to isolate 6-((trans)-4-aminocyclohexylamino)-N-(6-(benzyloxy)pyrimidin-4...